This data is from the Open Reaction Database (ORD), a public repository of structured organic reaction records. The task is: describe an organic reaction: reactants, conditions, products, and yield Starting materials: BrCc1ccccc1, O=C([O-])[O-], CC(C)=O, Cc1c(Cl)ccc(O)c1[N+](=O)[O-], [K+], [K+]. The product is Cc1c(Cl)ccc(OCc2ccccc2)c1[N+](=O)[O-]. As a reaction SMILES: [Br:13][CH2:14][c:15]1[cH:16][cH:17][cH:18][cH:19][cH:20]1.[C:21](=[O:22])([O-:23])[O-:24].[CH3:27][C:28](=[O:29])[CH3:30].[Cl:1][c:2]1[c:3]([CH3:12])[c:4]([N+:9](=[O:10])[O-:11])[c:5]([OH:8])[cH:6][cH:7]1.[K+:25].[K+:26]>>[Cl:1][c:2]1[c:3]([CH3:12])[c:4]([N+:9](=[O:10])[O-:11])[c:5]([O:8][CH2:14][c:15]2[cH:16][cH:17][cH:18][cH:19][cH:20]2)[cH:6][cH:7]1. Reactants: CCN1CCN(S(=O)(=O)c2cnc(Cl)c(Br)c2)CC1, CC[O-], CCO, [Na+]. Product: CCOc1ncc(S(=O)(=O)N2CCN(CC)CC2)cc1Br. RXN SMILES: [Br:1][c:2]1[c:3]([Cl:19])[n:4][cH:5][c:6]([S:8](=[O:9])(=[O:10])[N:11]2[CH2:12][CH2:13][N:14]([CH2:17][CH3:18])[CH2:15][CH2:16]2)[cH:7]1.[CH3:21][CH2:22][O-:23].[CH3:24][CH2:25][OH:26].[Na+:20]>>[Br:1][c:2]1[c:3]([O:23][CH2:22][CH3:21])[n:4][cH:5][c:6]([S:8](=[O:9])(=[O:10])[N:11]2[CH2:12][CH2:13][N:14]([CH2:17][CH3:18])[CH2:15][CH2:16]2)[cH:7]1. The reactants are CCN(C(C)C)C(C)C (DIPEA), ClC1=CC=C2C(=C(C(C(C2=C1)(C)C)=O)C(=O)OCC)O (ethyl 7-chloro-4-hydroxy-1,1-dimethyl-2-oxo-naphthalene-3-carboxylate), Cl.C(C)(C)(C)OC(CN)=O (glycine tert-butyl ester hydrochloride). Solvent: O1CCOCC1 (dioxane), CCOCC (ether). Conditions: temperature 85 celsius, time 2 hour. Yields the product ClC1=CC=C2C(=C(C(C(C2=C1)(C)C)=O)C(=O)NCC(=O)OC(C)(C)C)O (1,1-Dimethylethyl N-((7-chloro-4-hydroxy-1,1-dimethyl-2-oxo-naphthalen-3-yl)carbonyl)glycinate). Isolated yield 115.8%. As a reaction SMILES: CCN(C(C)C)C(C)C.[Cl:10][C:11]1[CH:20]=[C:19]2[C:14]([C:15]([OH:29])=[C:16]([C:24](OCC)=[O:25])[C:17](=[O:23])[C:18]2([CH3:22])[CH3:21])=[CH:13][CH:12]=1.Cl.[C:31]([O:35][C:36](=[O:39])[CH2:37][NH2:38])([CH3:34])([CH3:33])[CH3:32]>O1CCOCC1.CCOCC>[Cl:10][C:11]1[CH:20]=[C:19]2[C:14]([C:15]([OH:29])=[C:16]([C:24]([NH:38][CH2:37][C:36]([O:35][C:31]([CH3:34])([CH3:33])[CH3:32])=[O:39])=[O:25])[C:17](=[O:23])[C:18]2([CH3:22])[CH3:21])=[CH:13][CH:12]=1 |f:2.3|. Reported procedure: DIPEA (0.718 mL, 4.12 mmol) was added to a mixture of ethyl 7-chloro-4-hydroxy-1,1-dimethyl-2-oxo-naphthalene-3-carboxylate (810 mg, 2.75 mmol) and glycine tert-butyl ester hydrochloride (553 mg, 3.30 mmol) in dioxane (25 mL). The reaction mixture was stirred at 85° C. for 2 hours. The reaction mixture was cooled to room temperature and concentrated in vacuo to give a yellow solid. The crude solid was suspended in ether and filtered to give the desired ester as a white solid (1.21 g). MS (m/e)=3... Reactants: SC(CC(=O)OC)C(CC(C)C)C(=O)NC1C(NCCCCCCCCCC1)=O (3-mercapto-6-methyl-4-[(2-oxoazacyclotridec-3 yl)aminocarbonyl]heptanoic acid, methyl ester). Solvent: C(C)(C)O (isopropanol). Run at time 18 hour. Yields the product SC(CC(=O)O)C(CC(C)C)C(=O)NC1C(NCCCCCCCCCC1)=O (3-Mercapto-6-methyl-4-[(2-oxoazacyclotridec-3-yl)aminocarbonyl]heptanoic acid). Reaction SMILES: [SH:1][CH:2]([CH:8]([C:13]([NH:15][CH:16]1[CH2:28][CH2:27][CH2:26][CH2:25][CH2:24][CH2:23][CH2:22][CH2:21][CH2:20][CH2:19][NH:18][C:17]1=[O:29])=[O:14])[CH2:9][CH:10]([CH3:12])[CH3:11])[CH2:3][C:4]([O:6]C)=[O:5]>C(O)(C)C>[SH:1][CH:2]([CH:8]([C:13]([NH:15][CH:16]1[CH2:28][CH2:27][CH2:26][CH2:25][CH2:24][CH2:23][CH2:22][CH2:21][CH2:20][CH2:19][NH:18][C:17]1=[O:29])=[O:14])[CH2:9][CH:10]([CH3:12])[CH3:11])[CH2:3][C:4]([OH:6])=[O:5]. Procedure details: To a suspension of 3-mercapto-6-methyl-4-[(2-oxoazacyclotridec-3 yl)aminocarbonyl]heptanoic acid, methyl ester (E2A) (1.03 g) in isopropanol (15 ml), previously purged with nitrogen, was added a solution of sodium hydroxide (0.29 g) in water (5 ml) and the resulting solution was stirred at room temperature, under nitrogen, for 18 h. The solution was acidified with an excess of ethereal-HCl and then evaporated to dryness in vacuo. The residue was treated with isopropanol and then evaporated to dr... Starting materials: CO (MeOH), C[O-].[Na+] (NaOMe), Cl (HCl), CO (MeOH), CO (MeOH), CO (MeOH), ClC=1C=C(C=O)C=CC1 (3-Chlorobenzaldehyde), O=C(CC(=O)OC)C (methyl 3-oxobutanoate), N1CCCCC1 (piperidine), CO (MeOH). Procedure: 3-Chlorobenzaldehyde (5 mL, 44.1 mmol), methyl 3-oxobutanoate (9.53 mL, 88 mmol), piperidine (0.654 mL, 6.62 mmol) in MeOH (14.71 mL) were stirred at rt. Over time, the yellow solution turned cloudy, and finally too thick to stir. The solid-like reaction mixture was kept at rt overnight. MeOH (20 mL) was then added, and the yellow solid was broken apart using a spatula, chilled in an ice-water bath and filtered. The solid was washed with cold MeOH (2×10 mL) and then air-dried. A yellowish solid ... Run at temperature 82.5 celsius, time 8 hour. Reaction SMILES: [Cl:1][C:2]1[CH:3]=[C:4]([CH:7]=[CH:8][CH:9]=1)C=O.O=[C:11]([CH3:17])[CH2:12][C:13]([O:15][CH3:16])=[O:14].N1CCCCC1.[CH3:24][O-:25].[Na+].Cl.[CH3:28][OH:29]>O>[Cl:1][C:2]1[CH:9]=[C:8]([CH:11]([CH2:17][C:24]([O:29][CH3:28])=[O:25])[CH2:12][C:13]([O:15][CH3:16])=[O:14])[CH:7]=[CH:4][CH:3]=1 |f:3.4|. Yield: 52.0%. Yields the product ClC=1C=C(C=CC1)C(CC(=O)OC)CC(=O)OC (Dimethyl 3-(3-chlorophenyl)pentanedioate). Run in O (water), O (Water). Reactants: C([O-])([O-])=O (carbonate), C(C(C)C)(=O)O[C@H](C(C)C)OC(=O)OC1C(=O)NC(C1)=O ({[(1S)-Isobutanoyloxyisobutoxy]carbonyloxy} succinimide), C1=CC(=CC=C1[C@@H](CC(=O)O)CN)Cl ((R)-baclofen). Solvent: C(C)(C)(C)OC (methyl tert-butyl ether), O (water). Conditions: time 24 hour. Yields the product CC([C@H](OC(=O)NC[C@H](CC(=O)O)C1=CC=C(C=C1)Cl)OC(C(C)C)=O)C ((3R)-4-{[(1S)-2-Methyl-1-(2-methylpropanoyloxy)propoxy]carbonylamino}-3-(4-chlorophenyl)butanoic Acid). RXN SMILES: C(=O)([O-])[O-].[C:5]([O:10][C@@H:11]([O:15][C:16]([O:18]C1CC(=O)NC1=O)=O)[CH:12]([CH3:14])[CH3:13])(=[O:9])[CH:6]([CH3:8])[CH3:7].[CH:26]1[C:31]([C@H:32]([CH2:37][NH2:38])[CH2:33][C:34]([OH:36])=[O:35])=[CH:30][CH:29]=[C:28]([Cl:39])[CH:27]=1>C(OC)(C)(C)C.O>[CH3:14][CH:12]([CH3:13])[C@@H:11]([O:10][C:5](=[O:9])[CH:6]([CH3:7])[CH3:8])[O:15][C:16]([NH:38][CH2:37][C@@H:32]([C:31]1[CH:26]=[CH:27][C:28]([Cl:39])=[CH:29][CH:30]=1)[CH2:33][C:34]([OH:36])=[O:35])=[O:18]. Procedure: A 20-L pilot plant equipped with a mechanical stirrer and a nitrogen inlet was charged with NHS-carbonate, 1-S-[[[(isobutyryloxy)isobutyroxy]carbonyl]oxy]-2,5-pyrrolidinedione (20b), 1.31 kg, 4.7 mol) and (R)-baclofen (431 g; overall 1.2 eq. of R-baclofen) in a mixture of methyl tert-butyl ether (MTBE) and water (3:1; 10 L). The resulting suspension is stirred for 24 hours at room temperature. Starting materials: BrCC1=C(C=CC(=C1)C(F)(F)F)F (2-(bromomethyl)-1-fluoro-4-(trifluoromethyl)benzene), C(C1=CC=CC=C1)N1CCC(CC1)=O (1-benzylpiperidin-4-one), II (iodine), [NH4+].[Cl-] (NH4Cl), BrCC1=C(C=CC(=C1)C(F)(F)F)F (2-(bromomethyl)-1-fluoro-4-(trifluoromethyl)benzene). Solvent: CCOCC (Et2O), CCOCC (Et2O), CCOCC (Et2O). Reaction conditions: time 50 minute. The product is C(C1=CC=CC=C1)N1CCC(CC1)(O)CC1=C(C=CC(=C1)C(F)(F)F)F (1-Benzyl-4-[2-fluoro-5-(trifluoromethyl)benzyl]piperidin-4-ol). As a reaction SMILES: II.Br[CH2:4][C:5]1[CH:10]=[C:9]([C:11]([F:14])([F:13])[F:12])[CH:8]=[CH:7][C:6]=1[F:15].[CH2:16]([N:23]1[CH2:28][CH2:27][C:26](=[O:29])[CH2:25][CH2:24]1)[C:17]1[CH:22]=[CH:21][CH:20]=[CH:19][CH:18]=1.[NH4+].[Cl-]>CCOCC>[CH2:16]([N:23]1[CH2:28][CH2:27][C:26]([CH2:4][C:5]2[CH:10]=[C:9]([C:11]([F:14])([F:13])[F:12])[CH:8]=[CH:7][C:6]=2[F:15])([OH:29])[CH2:25][CH2:24]1)[C:17]1[CH:18]=[CH:19][CH:20]=[CH:21][CH:22]=1 |f:3.4|. Reported procedure: To a stirring suspension of Mg strips (308 mg) in Et2O (5 mL) was added a crystal of iodine followed by 0.3 mL of 2-(bromomethyl)-1-fluoro-4-(trifluoromethyl)benzene under argon. The reaction was initiated with a high intensity heat gun, then 2-(bromomethyl)-1-fluoro-4-(trifluoromethyl)benzene (2.5 g, 9.73 mmol) in Et2O (5 mL) was added slowly (maintaining reflux). After addition was completed the reaction mixture was refluxed for 50 min, cooled to room temperature. A solution of 1-benzylpiperid...